From a dataset of the Open Reaction Database (ORD), a public repository of structured organic reaction records. describe an organic reaction: reactants, conditions, products, and yield Reactants: Cl.CN(CCCN=C=NCC)C (1-(3-dimethylaminopropyl)-3-ethylcarbodiimide hydrochloride), OC1=CC=CC=2NN=NC21 (hydroxybenzotriazole), C(C)N(C(C)C)C(C)C (ethyldiisopropylamine), Cl.FC1(CNC1)F (3,3-difluoroazetidine hydrochloride), C(#N)CNC(=O)[C@H]1[C@@H](C[C@@H](C1)S(=O)(=O)C1=CC=CC=C1)C(=O)N1CCOCC1 ((1R,2R,4R)-4-Benzenesulfonyl-2-(morpholine-4-carbonyl)-cyclopentanecarboxylic acid cyanomethyl-amide), CN(C=O)C (dimethylformamide). Run at time 24 hour. Yields the product C(C)OC(=O)[C@H]1[C@@H](CC(C1)=O)C(=O)N1CC(C1)(F)F ((1R,2R)-2-(3,3-Difluoro-azetidine-1-carbonyl)-4-oxo-cyclopentanecarboxylic acid ethyl ester). Yield: 57.0%. Reaction SMILES: C(CN[C:5]([C@@H:7]1[CH2:11][C@@H:10](S(C2C=CC=CC=2)(=O)=O)[CH2:9][C@H:8]1[C:21](N1CCOCC1)=[O:22])=[O:6])#N.Cl.CN(C)CCCN=C=NCC.[OH:41][C:42]1[C:50]2N=NNC=2C=CC=1.C(N(C(C)C)C(C)C)C.Cl.[F:61][C:62]1([F:66])[CH2:65][NH:64][CH2:63]1.CN(C)C=[O:70]>>[CH2:42]([O:41][C:21]([C@@H:8]1[CH2:9][C:10](=[O:70])[CH2:11][C@H:7]1[C:5]([N:64]1[CH2:65][C:62]([F:66])([F:61])[CH2:63]1)=[O:6])=[O:22])[CH3:50] |f:1.2,5.6|. Procedure details: To a mixture of (1R,2R,4R)-4-Benzenesulfonyl-2-(morpholine-4-carbonyl)-cyclopentanecarboxylic acid cyanomethyl-amide (3 g, 15 mmol, example 1, step 1) in dimethylformamide (40 mL) was added 1-(3-dimethylaminopropyl)-3-ethylcarbodiimide hydrochloride (5.86 g, 30 mmol), hydroxybenzotriazole (3.1 g mg, 22 mmol) and ethyldiisopropylamine (15.4 mL, 90 mmol). After 45 mM, 3,3-difluoroazetidine hydrochloride (1.94 g, 15 mmol) was added and the reaction mixture was stirred for 24 h then partitioned betw... The reactants are O=C([O-])[O-], Cc1ccccc1, CCO, [Cs+], [Cs+], OB(O)c1cc(F)cc(F)c1, Nc1nc(I)nc2c1ncn2C1OC(CO)C(O)C1O, c1ccc(P(c2ccccc2)(c2ccccc2)[Pd](P(c2ccccc2)(c2ccccc2)c2ccccc2)(P(c2ccccc2)(c2ccccc2)c2ccccc2)P(c2ccccc2)(c2ccccc2)c2ccccc2)cc1. The product is Nc1nc(-c2cc(F)cc(F)c2)nc2c1ncn2C1OC(CO)C(O)C1O. RXN SMILES: [C:32](=[O:33])([O-:34])[O-:35].[CH3:38][c:39]1[cH:40][cH:41][cH:42][cH:43][cH:44]1.[CH3:45][CH2:46][OH:47].[Cs+:36].[Cs+:37].[F:21][c:22]1[cH:23][c:24]([B:29]([OH:30])[OH:31])[cH:25][c:26]([F:28])[cH:27]1.[I:1][c:2]1[n:3][c:4]([NH2:20])[c:5]2[n:6][cH:7][n:8]([CH:9]3[CH:10]([OH:11])[CH:12]([OH:13])[CH:14]([CH2:15][OH:16])[O:17]3)[c:18]2[n:19]1.[cH:48]1[cH:49][cH:50][c:51]([P:52]([Pd:53]([P:54]([c:55]2[cH:56][cH:57][cH:58][cH:59][cH:60]2)([c:61]2[cH:62][cH:63][cH:64][cH:65][cH:66]2)[c:67]2[cH:68][cH:69][cH:70][cH:71][cH:72]2)([P:73]([c:74]2[cH:75][cH:76][cH:77][cH:78][cH:79]2)([c:80]2[cH:81][cH:82][cH:83][cH:84][cH:85]2)[c:86]2[cH:87][cH:88][cH:89][cH:90][cH:91]2)[P:92]([c:93]2[cH:94][cH:95][cH:96][cH:97][cH:98]2)([c:99]2[cH:100][cH:101][cH:102][cH:103][cH:104]2)[c:105]2[cH:106][cH:107][cH:108][cH:109][cH:110]2)([c:111]2[cH:112][cH:113][cH:114][cH:115][cH:116]2)[c:117]2[cH:118][cH:119][cH:120][cH:121][cH:122]2)[cH:123][cH:124]1>>[c:2]1(-[c:24]2[cH:23][c:22]([F:21])[cH:27][c:26]([F:28])[cH:25]2)[n:3][c:4]([NH2:20])[c:5]2[n:6][cH:7][n:8]([CH:9]3[CH:10]([OH:11])[CH:12]([OH:13])[CH:14]([CH2:15][OH:16])[O:17]3)[c:18]2[n:19]1. Reactants: FC=1C=C(C=CC1)NC1=C(C(=O)OC)C=CC=N1 (methyl 2-(3-fluorophenylamino)-nicotinate), ClC(=O)OC(Cl)(Cl)Cl (trichloromethyl chloroformate), O=C(OC(Cl)(Cl)Cl)Cl (diphosgene). Run in ClCCCl (1,2-dichloroethane). The product is FC=1C=C(C=CC1)N1C(OC(C2=C1N=CC=C2)=O)=O (1-(3-fluorophenyl)-2H-pyrido[2,3-d][1,3]oxazin-2,4(1H)-dione). Isolated yield 82.0%. Reaction SMILES: [F:1][C:2]1[CH:3]=[C:4]([NH:8][C:9]2[N:18]=[CH:17][CH:16]=[CH:15][C:10]=2[C:11]([O:13][CH3:14])=[O:12])[CH:5]=[CH:6][CH:7]=1.ClC(OC(Cl)(Cl)Cl)=[O:21]>ClCCCl>[F:1][C:2]1[CH:3]=[C:4]([N:8]2[C:9]3[N:18]=[CH:17][CH:16]=[CH:15][C:10]=3[C:11](=[O:12])[O:13][C:14]2=[O:21])[CH:5]=[CH:6][CH:7]=1. Procedure: To a solution of methyl 2-(3-fluorophenylamino)-nicotinate (4.90 g, 16.2 mmol; synthesized according to WO, A, 01/42244) in 1,2-dichloroethane (80 ml ) was added at 80° C. trichloromethyl chloroformate (also called: diphosgene, 5.9 ml, 48.3 mmol) gradually dropwise over about 30 minutes. Three hours later, activated carbon (130 mg) was added, and the mixture was heated under reflux for 30 minutes, filtered off, and then evaporated. The resultant residue was washed with isopropyl ether, and dried... Reactants: BrCCC(C1=CC=CC=C1)(C1=CC=CC=C1)C#N (3-bromo-1-cyano-1,1-diphenylpropane), O1CCC2=C1C=CC(=C2)CCNC (N-[2-(2,3-dihydrobenzofur-5-yl) ethyl]-N-methylamine), C([O-])([O-])=O.[K+].[K+] (potassium carbonate). The solvent is C(C)#N (acetonitrile). Product: C(#N)C(CCN(C)CCC=1C=CC2=C(CCO2)C1)(C1=CC=CC=C1)C1=CC=CC=C1 (1-cyano-1,1-diphenyl-3-[N-{2-(2,3-dihydrobenzofur-5-yl)ethyl}-N-methylamino]propane). Reaction SMILES: Br[CH2:2][CH2:3][C:4]([C:17]#[N:18])([C:11]1[CH:16]=[CH:15][CH:14]=[CH:13][CH:12]=1)[C:5]1[CH:10]=[CH:9][CH:8]=[CH:7][CH:6]=1.[O:19]1[C:23]2[CH:24]=[CH:25][C:26]([CH2:28][CH2:29][NH:30][CH3:31])=[CH:27][C:22]=2[CH2:21][CH2:20]1.C(=O)([O-])[O-].[K+].[K+]>C(#N)C>[C:17]([C:4]([C:11]1[CH:16]=[CH:15][CH:14]=[CH:13][CH:12]=1)([C:5]1[CH:10]=[CH:9][CH:8]=[CH:7][CH:6]=1)[CH2:3][CH2:2][N:30]([CH2:29][CH2:28][C:26]1[CH:25]=[CH:24][C:23]2[O:19][CH2:20][CH2:21][C:22]=2[CH:27]=1)[CH3:31])#[N:18] |f:2.3.4|. Procedure details: A mixture containing 3-bromo-1-cyano-1,1-diphenylpropane (0.3 g -- see Preparation 4), N-[2-(2,3-dihydrobenzofur-5-yl) ethyl]-N-methylamine (0.177 g -- see Preparation 28), anhydrous potassium carbonate (0.276 g) and acetonitrile (25 ml) was heated under reflux for 48 hours. On cooling to room temperature, the mixture was concentrated in vacuo and the residue was partitioned between water (20 ml) and dichloromethane (40 ml). The layers were separated and the aqueous layer further extracted with ... Starting materials: COC1=CC=C(C=C1)CCCCCC(=O)O (6-(4-Methoxyphenyl)hexanoic acid). The solvent is S(=O)(Cl)Cl (thionyl chloride). Reaction conditions: time 8 hour. Product: COC1=CC=C(C=C1)CCCCCC(=O)OOC(CCCCCC1=CC=C(C=C1)OC)=O (bis[6-(4-methoxyphenyl)hexanoyl]peroxide). As a reaction SMILES: [CH3:1][O:2][C:3]1[CH:8]=[CH:7][C:6]([CH2:9][CH2:10][CH2:11][CH2:12][CH2:13][C:14]([OH:16])=[O:15])=[CH:5][CH:4]=1>S(Cl)(Cl)=O>[CH3:1][O:2][C:3]1[CH:4]=[CH:5][C:6]([CH2:9][CH2:10][CH2:11][CH2:12][CH2:13][C:14]([O:16][O:16][C:14](=[O:15])[CH2:13][CH2:12][CH2:11][CH2:10][CH2:9][C:6]2[CH:5]=[CH:4][C:3]([O:2][CH3:1])=[CH:8][CH:7]=2)=[O:15])=[CH:7][CH:8]=1. Procedure details: 6-(4-Methoxyphenyl)hexanoic acid (3.7 g) is dissolved in thionyl chloride (5 ml) and the solution is stirred at room temperature overnight. The excess thionyl chloride is distilled off under reduced pressure and the residue is dissolved in petroleum ether (30 ml). Ice water (15 ml) is added to the solution and sodium peroxide (3 g) is added portionwise with ice-cooling and stirring. The mixture is extracted with chloroform and the extract is washed with water and dried. The solvent is then disti... Starting materials: CC(C)(C)c1cc(F)c2c(=O)[nH]ncc2c1, O=C([O-])[O-], CCO[Si](C)(C)C, O=Cc1c(F)cccc1Cl, [Cs+], [Cs+], CN(C)C=O. Yields the product CC(C)(C)c1cc(F)c2c(=O)n(-c3cccc(Cl)c3C=O)ncc2c1. As a reaction SMILES: [C:1]([CH3:2])([CH3:3])([CH3:4])[c:5]1[cH:6][c:7]2[cH:8][n:9][nH:10][c:11](=[O:16])[c:12]2[c:13]([F:15])[cH:14]1.[C:27](=[O:28])([O-:29])[O-:30].[CH2:33]([O:34][Si:35]([CH3:36])([CH3:37])[CH3:38])[CH3:39].[Cl:17][c:18]1[c:19]([CH:20]=[O:21])[c:22]([F:26])[cH:23][cH:24][cH:25]1.[Cs+:31].[Cs+:32].[O:40]=[CH:41][N:42]([CH3:43])[CH3:44]>>[C:1]([CH3:2])([CH3:3])([CH3:4])[c:5]1[cH:6][c:7]2[cH:8][n:9][n:10](-[c:22]3[c:19]([CH:20]=[O:21])[c:18]([Cl:17])[cH:25][cH:24][cH:23]3)[c:11](=[O:16])[c:12]2[c:13]([F:15])[cH:14]1. Starting materials: Cl (hydrochloric acid), C1(=CC=CC=C1)C1=NN(C=C1CC(=O)OCC)CC=1C=NC(=CC1)OCC=1N=C(SC1)C1=CC=CC=C1 (ethyl [3-phenyl-1-(6-(2-phenyl-4-thiazolylmethoxy)-3-pyridylmethyl]-1H-pyrazol-4-yl]acetate), [OH-].[Na+] (sodium hydroxide), O1CCCC1 (tetrahydrofuran). Run in C(C)O (ethanol). Run at time 2 hour. Product: C1(=CC=CC=C1)C1=NN(C=C1CC(=O)O)CC=1C=NC(=CC1)OCC=1N=C(SC1)C1=CC=CC=C1 ([3-phenyl-1-[6-(2-phenyl-4-thiazolylmethoxy)-3-pyridylmethyl]-1H-pyrazol-4-yl]acetic acid). Isolated yield 90.6%. RXN SMILES: [C:1]1([C:7]2[C:11]([CH2:12][C:13]([O:15]CC)=[O:14])=[CH:10][N:9]([CH2:18][C:19]3[CH:20]=[N:21][C:22]([O:25][CH2:26][C:27]4[N:28]=[C:29]([C:32]5[CH:37]=[CH:36][CH:35]=[CH:34][CH:33]=5)[S:30][CH:31]=4)=[CH:23][CH:24]=3)[N:8]=2)[CH:6]=[CH:5][CH:4]=[CH:3][CH:2]=1.[OH-].[Na+].O1CCCC1.Cl>C(O)C>[C:1]1([C:7]2[C:11]([CH2:12][C:13]([OH:15])=[O:14])=[CH:10][N:9]([CH2:18][C:19]3[CH:20]=[N:21][C:22]([O:25][CH2:26][C:27]4[N:28]=[C:29]([C:32]5[CH:37]=[CH:36][CH:35]=[CH:34][CH:33]=5)[S:30][CH:31]=4)=[CH:23][CH:24]=3)[N:8]=2)[CH:2]=[CH:3][CH:4]=[CH:5][CH:6]=1 |f:1.2|. Procedure: After a mixture of ethyl [3-phenyl-1-(6-(2-phenyl-4-thiazolylmethoxy)-3-pyridylmethyl]-1H-pyrazol-4-yl]acetate (536 mg), 1N sodium hydroxide solution (2 ml), tetrahydrofuran (4 ml), and ethanol (4 ml) was stirred at room temperature for 2 hours, 1N hydrochloric acid (2 ml) was added to the mixture, and the mixture was extracted with ethyl acetate. The ethyl acetate layer was washed with saturated aqueous sodium chloride solution, dried (MgSO4), and concentrated. The resulting colorless crystals ...